From a dataset of the Open Reaction Database (ORD), a public repository of structured organic reaction records. describe an organic reaction: reactants, conditions, products, and yield Starting materials: CCOC(=O)Cl, ClCCl, COc1cc2nc(N)c(OC)nc2cc1OC, c1ccncc1. Product: CCOC(=O)Nc1nc2cc(OC)c(OC)cc2nc1OC. As a reaction SMILES: [Cl:18][C:19](=[O:20])[O:21][CH2:22][CH3:23].[Cl:30][CH2:31][Cl:32].[NH2:1][c:2]1[n:3][c:4]2[cH:5][c:6]([O:16][CH3:17])[c:7]([O:14][CH3:15])[cH:8][c:9]2[n:10][c:11]1[O:12][CH3:13].[cH:24]1[cH:25][cH:26][n:27][cH:28][cH:29]1>>[NH:1]([c:2]1[n:3][c:4]2[cH:5][c:6]([O:16][CH3:17])[c:7]([O:14][CH3:15])[cH:8][c:9]2[n:10][c:11]1[O:12][CH3:13])[C:19](=[O:20])[O:21][CH2:22][CH3:23]. The reactants are BrC1=CC=C(C=C1)/C(=C/CN(C)CC(=O)O)/C1=CSC=C1 ((Z)-N-(1-(4-bromophenyl)-1-(3-thienyl)prop-1-en-3-yl)sarcosine), ester, C(C)(C)C1=CC=C(C=C1)B(O)O (4-isopropylbenzeneboronic acid), C(=O)([O-])[O-].[Na+].[Na+] (Na2CO3). The reagents and catalysts are C=1C=CC(=CC1)[P](C=2C=CC=CC2)(C=3C=CC=CC3)[Pd]([P](C=4C=CC=CC4)(C=5C=CC=CC5)C=6C=CC=CC6)([P](C=7C=CC=CC7)(C=8C=CC=CC8)C=9C=CC=CC9)[P](C=1C=CC=CC1)(C=1C=CC=CC1)C=1C=CC=CC1 (Pd(PPh3)4). The solvent is C(OC)COC (dimethoxyethane). The product is C(C)(C)C1=CC=C(C=C1)C1=CC=C(C=C1)/C(=C/CN(C)CC(=O)O)/C1=CSC=C1 ((Z)-N-(1-(4-(4-Isopropylphenyl)phenyl)-1-(3-thienyl)prop-1-en-3-yl)sarcosine), ester. Reaction SMILES: Br[C:2]1[CH:7]=[CH:6][C:5](/[C:8](/[C:17]2[CH:21]=[CH:20][S:19][CH:18]=2)=[CH:9]/[CH2:10][N:11]([CH2:13][C:14]([OH:16])=[O:15])[CH3:12])=[CH:4][CH:3]=1.[CH:22]([C:25]1[CH:30]=[CH:29][C:28](B(O)O)=[CH:27][CH:26]=1)([CH3:24])[CH3:23].C([O-])([O-])=O.[Na+].[Na+]>C(COC)OC.C1C=CC([P]([Pd]([P](C2C=CC=CC=2)(C2C=CC=CC=2)C2C=CC=CC=2)([P](C2C=CC=CC=2)(C2C=CC=CC=2)C2C=CC=CC=2)[P](C2C=CC=CC=2)(C2C=CC=CC=2)C2C=CC=CC=2)(C2C=CC=CC=2)C2C=CC=CC=2)=CC=1>[CH:22]([C:25]1[CH:30]=[CH:29][C:28]([C:2]2[CH:7]=[CH:6][C:5](/[C:8](/[C:17]3[CH:21]=[CH:20][S:19][CH:18]=3)=[CH:9]/[CH2:10][N:11]([CH2:13][C:14]([OH:16])=[O:15])[CH3:12])=[CH:4][CH:3]=2)=[CH:27][CH:26]=1)([CH3:24])[CH3:23] |f:2.3.4,^1:49,51,70,89|. Procedure: To a solution of (Z)-N-(1-(4-bromophenyl)-1-(3-thienyl)prop-1-en-3-yl)sarcosine, tbutyl ester E(i) (21.14 g, 50.05 mmol) in dimethoxyethane (210 mL) was added 4-isopropylbenzeneboronic acid (16.41 g, 100.1 mmol), Pd(PPh3)4 (2.89 g, 2.50 mmol), and 2M Na2CO3 (210 mL). The vigorously stirred mixture was heated to reflux for 2 hours. The mixture was cooled, and partitioned between EtOAc and water. The organic phase was washed with brine, dried (MgSO4), filtered, and concentrated. Column chromatogra... Reagents/catalysts: CN(C1=CC=NC=C1)C (4-dimethylaminopyridine). Reported procedure: A solution of 3,3,3-trifluoro-N-[4-(fluorosulfonyl)phenyl]-2-hydroxy-2-methylpropanamide (0.2 g), piperidine (0.1 g), and 4-dimethylaminopyridine (5 mg) in dry acetonitrile (4 ml) was heated at reflux for 3 hours. After cooling to 22° C., the reaction mixture was diluted with water (30 ml) and extracted with ethyl acetate (3×15 ml). The combined organic extracts were washed with 1N HCl, brine, dried (Na2SO4), and the solvent evaporated under reduced pressure. Recrystallization from methyl-t-buty... Reaction conditions: temperature 22 celsius. As a reaction SMILES: [F:1][C:2]([F:20])([F:19])[C:3]([OH:18])([CH3:17])[C:4]([NH:6][C:7]1[CH:12]=[CH:11][C:10]([S:13](F)(=[O:15])=[O:14])=[CH:9][CH:8]=1)=[O:5].[NH:21]1[CH2:26][CH2:25][CH2:24][CH2:23][CH2:22]1>CN(C)C1C=CN=CC=1.C(#N)C.O>[F:1][C:2]([F:20])([F:19])[C:3]([OH:18])([CH3:17])[C:4]([NH:6][C:7]1[CH:12]=[CH:11][C:10]([S:13]([N:21]2[CH2:26][CH2:25][CH2:24][CH2:23][CH2:22]2)(=[O:15])=[O:14])=[CH:9][CH:8]=1)=[O:5]. Product: FC(C(C(=O)NC1=CC=C(C=C1)S(=O)(=O)N1CCCCC1)(C)O)(F)F (3,3,3-Trifluoro-2-hydroxy-2-methyl-N-[4-(1-piperidinylsulfonyl)phenyl]propanamide). Solvent: C(C)#N (acetonitrile), O (water). The yield is 82.9%. Starting materials: FC(C(C(=O)NC1=CC=C(C=C1)S(=O)(=O)F)(C)O)(F)F (3,3,3-trifluoro-N-[4-(fluorosulfonyl)phenyl]-2-hydroxy-2-methylpropanamide), N1CCCCC1 (piperidine). The reactants are [N+](=O)([O-])C1=C(C=CC(=C1)CC1=NN=C2N1N=C(C=C2)C2=CC=CC=C2)N (2-nitro-4-(6-phenyl-[1,2,4]triazolo[4,3-b]pyridazin-3-ylmethyl)-phenylamine), CN(C=O)C (dimethylformamide). The reagents and catalysts are [Pd] (Pd/C). Solvent: CO (methanol), O1CCCC1 (tetrahydrofuran). Run at time 4 hour. Product: C1(=CC=CC=C1)C=1C=CC=2N(N1)C(=NN2)CC=2C=C(C(=CC2)N)N (4-(6-Phenyl-[1,2,4]triazolo[4,3-b]pyridazin-3-ylmethyl)-benzene-1,2-diamine). Yield: 99.6%. Reaction SMILES: [N+:1]([C:4]1[CH:9]=[C:8]([CH2:10][C:11]2[N:15]3[N:16]=[C:17]([C:20]4[CH:25]=[CH:24][CH:23]=[CH:22][CH:21]=4)[CH:18]=[CH:19][C:14]3=[N:13][N:12]=2)[CH:7]=[CH:6][C:5]=1[NH2:26])([O-])=O.CN(C)C=O>CO.O1CCCC1.[Pd]>[C:20]1([C:17]2[CH:18]=[CH:19][C:14]3[N:15]([C:11]([CH2:10][C:8]4[CH:9]=[C:4]([NH2:1])[C:5]([NH2:26])=[CH:6][CH:7]=4)=[N:12][N:13]=3)[N:16]=2)[CH:25]=[CH:24][CH:23]=[CH:22][CH:21]=1. Procedure details: A mixture of 2-nitro-4-(6-phenyl-[1,2,4]triazolo[4,3-b]pyridazin-3-ylmethyl)-phenylamine (89 mg, 0.257 mmol) and 10% wt Pd/C (27 mg, 0.026 mmol) in methanol (4 mL), tetrahydrofuran (2 mL), and dimethylformamide (2 mL) was stirred at room temperature under hydrogen atmosphere for 4 h. Catalyst was filtered through celite and the filtrate was concentrated and dried in vacuo to provide 81 mg of the product as a beige solid. 1HNMR (DMSO) δ 4.30 (s, 2H), 4.32 (s, 2H), 4.43 (s, 2H), 6.43 (m, 2H), 6.50... Starting materials: [BH4-], CCO, [Na+], C=C(O[Si](C(C)C)(C(C)C)C(C)C)c1nc(C)c(C2(O)OCC3OC(C)(C)OC32)n1S(=O)(=O)N(C)C. Yields the product C=C(O[Si](C(C)C)(C(C)C)C(C)C)c1nc(C)c(C(O)C2OC(C)(C)OC2CO)n1S(=O)(=O)N(C)C. Reaction SMILES: [BH4-:37].[CH3:39][CH2:40][OH:41].[Na+:38].[OH:1][C:2]1([c:12]2[c:13]([CH3:36])[n:14][c:15]([C:23](=[CH2:24])[O:25][Si:26]([CH:27]([CH3:28])[CH3:29])([CH:30]([CH3:31])[CH3:32])[CH:33]([CH3:34])[CH3:35])[n:16]2[S:17](=[O:18])(=[O:19])[N:20]([CH3:21])[CH3:22])[O:3][CH2:4][CH:5]2[O:6][C:7]([CH3:10])([CH3:11])[O:8][CH:9]12>>[OH:1][CH:2]([CH:9]1[CH:5]([CH2:4][OH:3])[O:6][C:7]([CH3:10])([CH3:11])[O:8]1)[c:12]1[c:13]([CH3:36])[n:14][c:15]([C:23](=[CH2:24])[O:25][Si:26]([CH:27]([CH3:28])[CH3:29])([CH:30]([CH3:31])[CH3:32])[CH:33]([CH3:34])[CH3:35])[n:16]1[S:17](=[O:18])(=[O:19])[N:20]([CH3:21])[CH3:22]. Reactants: C(CCC)[Li] (n-butyl lithium), CC(C#C)(C)N1[Si](CC[Si]1(C)C)(C)C (1-(1,1-dimethyl-2-propynyl)-2,2,5,5-tetramethyl-1-aza-2,5-disilacyclopentane), CI (methyl iodide). Run in O1CCCC1 (tetrahydrofuran). Run at temperature -5 celsius. Yields the product CC(C#CC)(C)N1[Si](CC[Si]1(C)C)(C)C (1-(1,1-dimethyl-2-butynyl)-2,2,5,5-tetramethyl-1-aza-2,5-disilacyclopentane). Reaction SMILES: [CH3:1][C:2]([N:6]1[Si:10]([CH3:12])([CH3:11])[CH2:9][CH2:8][Si:7]1([CH3:14])[CH3:13])([CH3:5])[C:3]#[CH:4].[CH2:15]([Li])CCC.CI>O1CCCC1>[CH3:5][C:2]([N:6]1[Si:7]([CH3:14])([CH3:13])[CH2:8][CH2:9][Si:10]1([CH3:11])[CH3:12])([CH3:1])[C:3]#[C:4][CH3:15]. Procedure details: The product from Step 1 (13.0 g) in dry tetrahydrofuran (140 ml) was cooled to −70° C. under an atmosphere of nitrogen with stirring and a solution of n-butyl lithium (23.1 ml of 2.5M solution in hexanes) was added at −65 to −70° C. during 5 minutes. The mixture was allowed to warm to −5° C. and methyl iodide (3.93 ml) was added dropwise over 10 minutes. The reaction mixture was allowed to warm to 10° C. when an exothermic reaction occurred. The mixture was maintained at 20° C. by cooling for 2 ... Reactants: Cc1ncccn1, CC(C)[N-]C(C)C, COC(=O)c1ccc(F)cc1F, [Li+], C1CCOC1. Yields the product O=C(Cc1ncccn1)c1ccc(F)cc1F. Reaction SMILES: [CH3:1][c:2]1[n:3][cH:4][cH:5][cH:6][n:7]1.[CH:8]([N-:9][CH:10]([CH3:11])[CH3:12])([CH3:13])[CH3:14].[F:16][c:17]1[c:18]([C:19](=[O:20])[O:21][CH3:22])[cH:23][cH:24][c:25]([F:27])[cH:26]1.[Li+:15].[O:28]1[CH2:29][CH2:30][CH2:31][CH2:32]1>>[CH2:1]([c:2]1[n:3][cH:4][cH:5][cH:6][n:7]1)[C:19]([c:18]1[c:17]([F:16])[cH:26][c:25]([F:27])[cH:24][cH:23]1)=[O:20].